This data is from the Open Reaction Database (ORD), a public repository of structured organic reaction records. The task is: describe an organic reaction: reactants, conditions, products, and yield Reactants: O (Water), COC1=C(C=CC=C1)N1CCN(CC1)CC1CNCCC1 (1-(2-methoxy-phenyl)-4-piperidin-3-ylmethyl-piperazine), BrCCC1=CNC2=CC=CC=C12 (3-(2-bromoethyl)indole), C([O-])([O-])=O.[K+].[K+] (potassium carbonate). Run in C(C)#N (acetonitrile). The product is COC1=C(C=CC=C1)N1CCN(CC1)CC1CN(CCC1)CCC1=CNC2=CC=CC=C12 (3-(2-{3-[4-(2-Methoxy-phenyl)-piperazin-1-ylmethyl]-piperidin-1-yl}-ethyl)-1H-indole). Reaction SMILES: [CH3:1][O:2][C:3]1[CH:8]=[CH:7][CH:6]=[CH:5][C:4]=1[N:9]1[CH2:14][CH2:13][N:12]([CH2:15][CH:16]2[CH2:21][CH2:20][CH2:19][NH:18][CH2:17]2)[CH2:11][CH2:10]1.Br[CH2:23][CH2:24][C:25]1[C:33]2[C:28](=[CH:29][CH:30]=[CH:31][CH:32]=2)[NH:27][CH:26]=1.C(=O)([O-])[O-].[K+].[K+].O>C(#N)C>[CH3:1][O:2][C:3]1[CH:8]=[CH:7][CH:6]=[CH:5][C:4]=1[N:9]1[CH2:10][CH2:11][N:12]([CH2:15][CH:16]2[CH2:21][CH2:20][CH2:19][N:18]([CH2:23][CH2:24][C:25]3[C:33]4[C:28](=[CH:29][CH:30]=[CH:31][CH:32]=4)[NH:27][CH:26]=3)[CH2:17]2)[CH2:13][CH2:14]1 |f:2.3.4|. Procedure details: A mixture of 1-(2-methoxy-phenyl)-4-piperidin-3-ylmethyl-piperazine (0.5 g, 1.72 mmol) from example 6, 3-(2-bromoethyl)indole (0.38 g, 1 equivalent) and potassium carbonate (0.48 g, 2 equivalents) in acetonitrile (25 mL) were refluxed for 24 hours under a nitrogen atmosphere. Water (100 mL)) was added and the product extracted into ethyl acetate (3×50 mL). The combined organics were washed with water (25 mL), brine (25 mL) and dried over anhydrous sodium sulfate. Filtration and concentration in ...